Dataset: the Open Reaction Database (ORD), a public repository of structured organic reaction records. Task: describe an organic reaction: reactants, conditions, products, and yield The product is crude product, BrC1=CC(=C(C=O)C=C1)C (4-Bromo-2-methylbenzaldehyde). Procedure: The crude product of the title compound was synthesized by conducting the reaction similar to that mentioned in Example 24 (24f) using (4-bromo-2-methylphenyl)methanol (3.7 g, 19 mmol) that was obtained in Example 27 (27a) and pyridinium dichromate (11g, 28 mmol). Subsequently, the crude product of the title compound thus obtained was purified by chromatography on a silica gel column using a mixed solvent of ethyl acetate and hexane (1:19 to 1:4) as the eluent to afford the title compound (2.4 g... Starting materials: Example 27 ( 27a ), FC=1C=C(C=CC1OC1=CC=CC=C1)C1=NC(=NO1)C1=C(C=C(S1)CN1CC(C1)C(=O)OC)C (Methyl 1-({5-[5-(3-fluoro-4-phenoxyphenyl)-1,2,4-oxadiazol-3-yl]-4-methyl-2-thienyl}methyl)azetidine-3-carboxylate), Example 24 ( 24f ), BrC1=CC(=C(C=C1)CO)C ((4-bromo-2-methylphenyl)methanol). Reaction SMILES: [Br:1][C:2]1[CH:7]=[CH:6][C:5]([CH2:8][OH:9])=[C:4]([CH3:10])[CH:3]=1.FC1C=C(C2ON=C(C3SC(CN4CC(C(OC)=O)C4)=CC=3C)N=2)C=CC=1OC1C=CC=CC=1>>[Br:1][C:2]1[CH:7]=[CH:6][C:5]([CH:8]=[O:9])=[C:4]([CH3:10])[CH:3]=1. Starting materials: C(C)(C)(C)OC(=O)N1[C@@H](CC(C1)=NOC)C(=O)O ((2S,4EZ)-1-(tert-butoxycarbonyl)-4-(methoxyimino)-2-pyrrolidine-carboxylic acid), O1C(=CC=C1)CSCC(N)=NO (2-[(2-furylmethyl)sulfanyl]-N′-hydroxyethanimidamide), C(C)(C)(C)OC(=O)N1[C@@H](CC(C1)=NOC)C(=O)O ((2S,4EZ)-1-(tert-butoxycarbonyl)-4-(methoxyimino)-2-pyrrolidine-carboxylic acid), C1(=CC=C(C=C1)C(=O)Cl)C1=CC=CC=C1 ([1,1′-biphenyl]-4-carbonyl chloride). Product: CON=C1CN([C@@H](C1)C1=NC(=NO1)CSCC=1OC=CC1)C(=O)C1=CC=C(C=C1)C1=CC=CC=C1 ((3EZ,5S)-1-([1,1′-biphenyl]-4-ylcarbonyl)-5-(3-{[(2-furylmethyl)sulfanyl]methyl}-1,2,4-oxadiazol-5-yl)-3-pyrrolidinone O-methyloxime). Reaction SMILES: C(O[C:6]([N:8]1[CH2:12][C:11](=[N:13][O:14][CH3:15])[CH2:10][C@H:9]1[C:16]([OH:18])=O)=[O:7])(C)(C)C.[C:19]1([C:28]2[CH:33]=[CH:32][CH:31]=[CH:30][CH:29]=2)[CH:24]=[CH:23][C:22](C(Cl)=O)=[CH:21][CH:20]=1.[O:34]1[CH:38]=[CH:37][CH:36]=[C:35]1[CH2:39][S:40][CH2:41][C:42](=[N:44]O)[NH2:43]>>[CH3:15][O:14][N:13]=[C:11]1[CH2:10][C@@H:9]([C:16]2[O:18][N:43]=[C:42]([CH2:41][S:40][CH2:39][C:35]3[O:34][CH:38]=[CH:37][CH:36]=3)[N:44]=2)[N:8]([C:6]([C:31]2[CH:30]=[CH:29][C:28]([C:19]3[CH:20]=[CH:21][CH:22]=[CH:23][CH:24]=3)=[CH:33][CH:32]=2)=[O:7])[CH2:12]1. Reported procedure: Following the general method as outlined in Example 59, starting from (2S,4EZ)-1-(tert-butoxycarbonyl)-4-(methoxyimino)-2-pyrrolidine-carboxylic acid (Intermediate 2), [1,1′-biphenyl]-4-carbonyl chloride, and 2-[(2-furylmethyl)sulfanyl]-N′-hydroxyethanimidamide, the title compound was obtained in 53% purity by HPLC. MS(ESI+): m/z=489.6. Starting materials: ClC=1C=C(C=CC1)N1C2=C(C(C=3CNCCC13)=O)C=CC=N2 (10-(3-chlorophenyl)-6,7,8,9-tetrahydropyrido[2,3-b][1,6]naphthyridin-5(10H)-one), C(C1=CC=CC=C1)Br (benzylbromide). The solvent is CC(=O)C (acetone). Yields the product ClC=1C=C(C=CC1)N1C2=C(C(C=3CN(CCC13)CC1=CC=CC=C1)=O)C=CC=N2 (10-(3-chlorophenyl)-6,7,8,9-tetrahydro-7-N-benzyl-pyrido[2,3-b][1,6]naphthyridin-5(10H)-one). RXN SMILES: [Cl:1][C:2]1[CH:3]=[C:4]([N:8]2[C:17]3[CH2:16][CH2:15][NH:14][CH2:13][C:12]=3[C:11](=[O:18])[C:10]3[CH:19]=[CH:20][CH:21]=[N:22][C:9]2=3)[CH:5]=[CH:6][CH:7]=1.[CH2:23](Br)[C:24]1[CH:29]=[CH:28][CH:27]=[CH:26][CH:25]=1>CC(C)=O>[Cl:1][C:2]1[CH:3]=[C:4]([N:8]2[C:17]3[CH2:16][CH2:15][N:14]([CH2:23][C:24]4[CH:29]=[CH:28][CH:27]=[CH:26][CH:25]=4)[CH2:13][C:12]=3[C:11](=[O:18])[C:10]3[CH:19]=[CH:20][CH:21]=[N:22][C:9]2=3)[CH:5]=[CH:6][CH:7]=1. Procedure details: React 10-(3-chlorophenyl)-6,7,8,9-tetrahydropyrido[2,3-b][1,6]naphthyridin-5(10H)-one (5 mmol) with benzylbromide (5.8 mmol) in acetone (40 ml) at 25° C. for 3 hours. Evaporate the acetone solvent, and elute the product from silca gel with chloroform to provide the product, 10-(3-chlorophenyl)-6,7,8,9-tetrahydro-7-N-benzyl-pyrido[2,3-b][1,6]naphthyridin-5(10H)-one, m.p. 157°-161° C. after crystallization from CH3CN. The reactants are C1(=CC=CC=C1)N1C(NCC2=C1N=CC=C2)=O (1-phenyl-2-oxo-1,2,3,4-tetrahydropyrido[2,3-d]pyrimidine), CN(C=O)C (dimethylformamide), [H-].[Na+] (sodium hydride), C1(=CC=C(C=C1)S(=O)(=O)OC(C)C)C (isopropyl p-toluenesulfonate). The solvent is O (water). Conditions: time 30 minute. Yields the product C1(=CC=CC=C1)N1C(N(CC2=C1N=CC=C2)C(C)C)=O (1-phenyl-3-isopropyl-2-oxo-1,2,3,4-tetrahydropyrido[2,3-d]pyrimidine). The yield is 256.8%. Reaction SMILES: [C:1]1([N:7]2[C:12]3[N:13]=[CH:14][CH:15]=[CH:16][C:11]=3[CH2:10][NH:9][C:8]2=[O:17])[CH:6]=[CH:5][CH:4]=[CH:3][CH:2]=1.CN(C)C=O.[H-].[Na+].[C:25]1(C)[CH:30]=CC(S(OC(C)C)(=O)=O)=C[CH:26]=1>O>[C:1]1([N:7]2[C:12]3[N:13]=[CH:14][CH:15]=[CH:16][C:11]=3[CH2:10][N:9]([CH:25]([CH3:30])[CH3:26])[C:8]2=[O:17])[CH:2]=[CH:3][CH:4]=[CH:5][CH:6]=1 |f:2.3|. Reported procedure: To a solution of 4.5 g of 1-phenyl-2-oxo-1,2,3,4-tetrahydropyrido[2,3-d]pyrimidine and 50 ml of dry dimethylformamide was added 1.2 g of 50% sodium hydride and the mixture was stirred for 30 minutes at room temperature, and then heated to a temperature of 90° - 100° C. To this was gradually added 1.28 g of isopropyl p-toluenesulfonate and the whole was reacted for 1 hour. After the reaction was complete, the solvent was distilled off from the mixture under reduced pressure. The residue obtained ... Reactants: CCNc1nc(CCO)cs1, CCOC(=O)N=NC(=O)OCC, CN(C)C=O, CCOC(=O)CC1Cc2ccc(O)cc2Cc2ccccc21, c1ccc(P(c2ccccc2)c2ccccc2)cc1. The product is CCNc1nc(CCOc2ccc3c(c2)Cc2ccccc2C(CC(=O)OCC)C3)cs1. Reaction SMILES: [CH2:1]([CH3:2])[NH:3][c:4]1[s:5][cH:6][c:7]([CH2:9][CH2:10][OH:11])[n:8]1.[O:12]=[C:13]([O:14][CH2:15][CH3:16])[N:17]=[N:18][C:19]([O:20][CH2:21][CH3:22])=[O:23].[O:65]=[CH:66][N:67]([CH3:68])[CH3:69].[OH:24][c:25]1[cH:26][cH:27][c:28]2[c:29]([cH:45]1)[CH2:30][c:31]1[c:32]([cH:41][cH:42][cH:43][cH:44]1)[CH:33]([CH2:35][C:36](=[O:37])[O:38][CH2:39][CH3:40])[CH2:34]2.[c:46]1([P:47]([c:48]2[cH:49][cH:50][cH:51][cH:52][cH:53]2)[c:54]2[cH:55][cH:56][cH:57][cH:58][cH:59]2)[cH:60][cH:61][cH:62][cH:63][cH:64]1>>[CH2:1]([CH3:2])[NH:3][c:4]1[s:5][cH:6][c:7]([CH2:9][CH2:10][O:11][c:25]2[cH:26][cH:27][c:28]3[c:29]([cH:45]2)[CH2:30][c:31]2[c:32]([cH:41][cH:42][cH:43][cH:44]2)[CH:33]([CH2:35][C:36](=[O:37])[O:38][CH2:39][CH3:40])[CH2:34]3)[n:8]1. Reactants: CC(C)(C)OC(=O)N1CCNCC1, CC(=O)O[BH-](OC(C)=O)OC(C)=O, CC(=O)O, Cc1c(F)cc(C(=O)NC2CC2)cc1-c1ccc2c(=O)n(CCCO)cc(C=O)c2c1, Cl, [Na+], C1COCCO1. Product: Cc1c(F)cc(C(=O)NC2CC2)cc1-c1ccc2c(=O)n(CCCO)cc(CN3CCNCC3)c2c1. Reaction SMILES: [C:32]([O:33][C:34]([CH3:35])([CH3:36])[CH3:37])(=[O:38])[N:39]1[CH2:40][CH2:41][NH:42][CH2:43][CH2:44]1.[C:45]([O:46][BH-:47]([O:48][C:49](=[O:50])[CH3:51])[O:52][C:53](=[O:54])[CH3:55])(=[O:56])[CH3:57].[CH3:66][C:67](=[O:68])[OH:69].[CH:1]1([NH:4][C:5]([c:6]2[cH:7][c:8]([F:30])[c:9]([CH3:29])[c:10](-[c:12]3[cH:13][c:14]4[c:15]([CH:27]=[O:28])[cH:16][n:17]([CH2:23][CH2:24][CH2:25][OH:26])[c:18](=[O:22])[c:19]4[cH:20][cH:21]3)[cH:11]2)=[O:31])[CH2:2][CH2:3]1.[ClH:59].[Na+:58].[O:60]1[CH2:61][CH2:62][O:63][CH2:64][CH2:65]1>>[CH:1]1([NH:4][C:5]([c:6]2[cH:7][c:8]([F:30])[c:9]([CH3:29])[c:10](-[c:12]3[cH:13][c:14]4[c:15]([CH2:27][N:39]5[CH2:40][CH2:41][NH:42][CH2:43][CH2:44]5)[cH:16][n:17]([CH2:23][CH2:24][CH2:25][OH:26])[c:18](=[O:22])[c:19]4[cH:20][cH:21]3)[cH:11]2)=[O:31])[CH2:2][CH2:3]1.